From a dataset of the Open Reaction Database (ORD), a public repository of structured organic reaction records. describe an organic reaction: reactants, conditions, products, and yield The reactants are N#Cc1ccc(F)cc1, NCCN. The product is N#Cc1ccc(CCN)cc1. RXN SMILES: [F:1][c:2]1[cH:3][cH:4][c:5]([C:6]#[N:7])[cH:8][cH:9]1.[NH2:10][CH2:11][CH2:12][NH2:13]>>[c:2]1([CH2:12][CH2:11][NH2:10])[cH:3][cH:4][c:5]([C:6]#[N:7])[cH:8][cH:9]1. Reactants: CCOC(C)=O, CO, Nc1ccc(CCC(=O)O)cc1, [Na+], O=C([O-])O, O=S(Cl)Cl. The product is COC(=O)CCc1ccc(N)cc1. RXN SMILES: [CH3:24][CH2:25][O:26][C:27](=[O:28])[CH3:29].[CH3:5][OH:6].[NH2:7][c:8]1[cH:9][cH:10][c:11]([CH2:14][CH2:15][C:16](=[O:17])[OH:18])[cH:12][cH:13]1.[Na+:23].[O-:19][C:20]([OH:21])=[O:22].[S:1]([Cl:2])([Cl:3])=[O:4]>>[NH2:7][c:8]1[cH:9][cH:10][c:11]([CH2:14][CH2:15][C:16](=[O:17])[O:18][CH3:20])[cH:12][cH:13]1. Reactants: BrC=1C(=CC2=C(OCC(N2)=O)N1)C1=CC=CC=C1 (6-bromo-7-phenyl-1H-pyrido[2,3-b][1,4]oxazin-2(3H)-one), C([O-])([O-])=O.[K+].[K+] (potassium carbonate), FC(CI)(F)F (1,1,1-trifluoro-2-iodoethane). Solvent: CN(C)C=O (DMF), O (water). Run at temperature 70 celsius, time 18 hour. The product is BrC=1C(=CC2=C(OCC(N2CC(F)(F)F)=O)N1)C1=CC=CC=C1 (6-bromo-7-phenyl-1-(2,2,2-trifluoroethyl)-1H-pyrido[2,3-b][1,4]oxazin-2(3H)-one). Yield: 33.5%. As a reaction SMILES: [Br:1][C:2]1[C:3]([C:13]2[CH:18]=[CH:17][CH:16]=[CH:15][CH:14]=2)=[CH:4][C:5]2[NH:10][C:9](=[O:11])[CH2:8][O:7][C:6]=2[N:12]=1.C(=O)([O-])[O-].[K+].[K+].[F:25][C:26]([F:30])([F:29])[CH2:27]I>CN(C=O)C.O>[Br:1][C:2]1[C:3]([C:13]2[CH:18]=[CH:17][CH:16]=[CH:15][CH:14]=2)=[CH:4][C:5]2[N:10]([CH2:27][C:26]([F:30])([F:29])[F:25])[C:9](=[O:11])[CH2:8][O:7][C:6]=2[N:12]=1 |f:1.2.3|. Procedure details: A mixture of 6-bromo-7-phenyl-1H-pyrido[2,3-b][1,4]oxazin-2(3H)-one (0.4 g, 1.311 mmol), potassium carbonate (0.544 g, 3.93 mmol) and 1,1,1-trifluoro-2-iodoethane (0.826 g, 3.93 mmol) in DMF (2 ml) was heated at 70° C. under stirring for 18 h The reaction mixture was cooled down and diluted with water (15 ml) and extracted with DCM (15 mlX3). The combined organic phase was washed with water (25 ml) and dried with Na2SO4 and concentrated. The residue was purified by column chromatography (biotage... Reactants: CN(CC(=O)OCC)C (ethyl N,N-dimethylglycinate), CN1C(CCCC1)CO (1-methyl-2-piperidylmethanol), titanium tetra(n-butoxide). The solvent is C(C)O (ethanol). The product is CN(C)CC(=O)OCC1N(CCCC1)C (N-methyl-2-piperidylmethyl N,N-dimethylaminoacetate). Reaction SMILES: [CH3:1][N:2]([CH3:9])[CH2:3][C:4]([O:6][CH2:7][CH3:8])=[O:5].[CH3:10][N:11]1C[CH2:15][CH2:14][CH2:13][CH:12]1CO>C(O)C>[CH3:1][N:2]([CH2:3][C:4]([O:6][CH2:7][CH:8]1[CH2:15][CH2:14][CH2:13][CH2:12][N:11]1[CH3:10])=[O:5])[CH3:9]. Procedure: A mixture of 75 g of ethyl N,N-dimethylglycinate, 75 g of 1-methyl-2-piperidylmethanol and 1 g of titanium tetra(n-butoxide) was heated at 45° C. until the amount of ethanol collected indicated the reaction was complete. After cooling a small amount of water was added, the mixture was filtered, and the filtrate was distilled under reduced pressure to provide N-methyl-2-piperidylmethyl N,N-dimethylaminoacetate.